This data is from the Open Reaction Database (ORD), a public repository of structured organic reaction records. The task is: describe an organic reaction: reactants, conditions, products, and yield Starting materials: ClC1=CC=C(N)C=C1 (4-Chloroaniline), [OH-].[Na+] (sodium hydroxide), O (water), CC(C(=O)Cl)(C)C (trimethylacetyl chloride). The solvent is COC(C)(C)C (t-butyl methyl ether). Conditions: temperature 15 celsius, time 30 minute. Yields the product ClC1=CC=C(C=C1)NC(C(C)(C)C)=O (N-(4-chlorophenyl)-2,2-dimethyl propanamide). The yield is 97.2%. As a reaction SMILES: [Cl:1][C:2]1[CH:8]=[CH:7][C:5]([NH2:6])=[CH:4][CH:3]=1.[OH-].[Na+].O.[CH3:12][C:13]([CH3:18])([CH3:17])[C:14](Cl)=[O:15]>COC(C)(C)C>[Cl:1][C:2]1[CH:8]=[CH:7][C:5]([NH:6][C:14](=[O:15])[C:13]([CH3:18])([CH3:17])[CH3:12])=[CH:4][CH:3]=1 |f:1.2|. Reported procedure: 4-Chloroaniline (52.7 kg, 413 mol) was dissolved in a mixture of t-butyl methyl ether (180 kg), 30% aqueous sodium hydroxide (61.6 kg, 463 mol) and water (24.2 kg), then cooled to 15° C. To the resulting slurry was charged trimethylacetyl chloride (52.2 kg, 448 mol) over 1 h, keeping the temperature below 40° C. After stirring 30 min at 30° C. the slurry was cooled to -10° C. and held for 2 hours. The product was collected by filtration, washed with a solution of 90/10 water/methanol (175 kg), t... The reactants are ClCCl, COC1N(C(=O)OCc2ccccc2)CCC1(C)C, C[Si](C)(C)C#N. Yields the product CC1(C)CCN(C(=O)OCc2ccccc2)C1C#N. As a reaction SMILES: [CH2:26]([Cl:27])[Cl:28].[CH3:1][C:2]1([CH3:19])[CH:3]([O:17][CH3:18])[N:4]([C:7](=[O:8])[O:9][CH2:10][c:11]2[cH:12][cH:13][cH:14][cH:15][cH:16]2)[CH2:5][CH2:6]1.[CH3:20][Si:21]([CH3:22])([CH3:23])[C:24]#[N:25]>>[CH3:1][C:2]1([CH3:19])[CH:3]([C:24]#[N:25])[N:4]([C:7](=[O:8])[O:9][CH2:10][c:11]2[cH:12][cH:13][cH:14][cH:15][cH:16]2)[CH2:5][CH2:6]1. Reactants: C(C)(C)(C)OC(=O)N[C@H](C(C)C)CO (N-tert-butoxycarbonyl-D-valinol), C(C1=CC=CC=C1)Br (benzylbromide), CC(C)([O-])C.[K+] (potassium-tert-butoxide). Solvent: C(C)(=O)OCC (ethyl acetate), CN(C=O)C (dimethyl formamide). Conditions: temperature 0 celsius, time 2 hour. Product: C(C)(C)(C)OC(=O)N[C@H](C(C)C)COCC1=CC=CC=C1 (N-TERT-BUTOXYCARBONYL-O-BENZYL-D-VALINOL). Yield: 68.8%. RXN SMILES: [C:1]([O:5][C:6]([NH:8][C@@H:9]([CH2:13][OH:14])[CH:10]([CH3:12])[CH3:11])=[O:7])([CH3:4])([CH3:3])[CH3:2].[CH2:15](Br)[C:16]1[CH:21]=[CH:20][CH:19]=[CH:18][CH:17]=1.CC(C)([O-])C.[K+]>CN(C)C=O.C(OCC)(=O)C>[C:1]([O:5][C:6]([NH:8][C@@H:9]([CH2:13][O:14][CH2:15][C:16]1[CH:21]=[CH:20][CH:19]=[CH:18][CH:17]=1)[CH:10]([CH3:11])[CH3:12])=[O:7])([CH3:3])([CH3:4])[CH3:2] |f:2.3|. Procedure: To a solution of N-tert-butoxycarbonyl-D-valinol (10 g, 49.3 mmol) and benzylbromide (5.86 ml, 49.3 mmol) in anhydrous dimethyl formamide (50 ml) was added at -5° C. and under nitrogen, potassium-tert-butoxide (11.06 g, 98.6 mmol) as a solid, portionwise, an in such a way that the internal temperature does not exceed +5° C. The reaction mixture was stirred for 2 hours at 0° C., diluted with ethyl acetate (2×300 ml), extracted with a 1N solution of potassium hydrogenosulfate (50 ml) and water (25... Reactants: Cc1ccc(S(=O)(=O)OC2CN(C(=O)OC(C)(C)C)CC2N=[N+]=[N-])cc1, C1CCOC1, CCCC[N+](CCCC)(CCCC)CCCC, [F-]. Yields the product CC(C)(C)OC(=O)N1CC(F)C(N=[N+]=[N-])C1. RXN SMILES: [C:1]([CH3:2])([CH3:3])([CH3:4])[O:5][C:6](=[O:7])[N:8]1[CH2:9][CH:10]([N:24]=[N+:25]=[N-:26])[CH:11]([O:13][S:14]([c:15]2[cH:16][cH:17][c:18]([CH3:19])[cH:20][cH:21]2)(=[O:22])=[O:23])[CH2:12]1.[CH2:45]1[O:46][CH2:47][CH2:48][CH2:49]1.[CH3:28][CH2:29][CH2:30][CH2:31][N+:32]([CH2:33][CH2:34][CH2:35][CH3:36])([CH2:37][CH2:38][CH2:39][CH3:40])[CH2:41][CH2:42][CH2:43][CH3:44].[F-:27]>>[C:1]([CH3:2])([CH3:3])([CH3:4])[O:5][C:6](=[O:7])[N:8]1[CH2:9][CH:10]([N:24]=[N+:25]=[N-:26])[CH:11]([F:27])[CH2:12]1. Starting materials: C=CCCCCCCCC (1-decene), C12CC3CC(CC(C1)C3)C2 (adamantane), [Al](Br)(Br)Br (AlBr3). Reagents/catalysts: Ni SiO2, [Al](Br)(Br)Br (AlBr3). Solvent: C(Br)Br (CH2Br2), CCCCCC (n-hexane). Yields the product C(CCCCCCCCC)C12CC3CC(CC(C1)C3)C2 (Decyl adamantane). RXN SMILES: [CH2:1]=[CH:2][CH2:3][CH2:4][CH2:5][CH2:6][CH2:7][CH2:8][CH2:9][CH3:10].[CH:11]12[CH2:20][CH:15]3[CH2:16][CH:17]([CH2:19][CH:13]([CH2:14]3)[CH2:12]1)[CH2:18]2.[Al](Br)(Br)Br>CCCCCC.C(Br)Br.[Al](Br)(Br)Br>[CH2:1]([C:11]12[CH2:20][CH:15]3[CH2:16][CH:17]([CH2:19][CH:13]([CH2:14]3)[CH2:12]1)[CH2:18]2)[CH2:2][CH2:3][CH2:4][CH2:5][CH2:6][CH2:7][CH2:8][CH2:9][CH3:10]. Reported procedure: Decyl adamantane was prepared by reacting 140 g 1-decene, 54.4 gram adamantane in 100 cc n-hexane solvent and using 3 mmoles 1.0M AlBr3 in CH2Br2 or AlBr3 catalyst at 15°-50° C. reaction temperature. The product was isolated by quench the catalyst with dilute acid and aqueous work-up followed by distillation at 155° C. and 0.2 mm-Hg using a Kugelrohr to remove any C20 -material. The C30 + fraction was obtained in 80% yeild. It was hydrogenated at 200° C. and 500 psi H2 using 1 wt. % Ni/SiO2 cata... Starting materials: COC1=C(OCC=2N=C(OC2C)C2=CC=C(C=C2)CC(=O)OCC)C=CC(=C1)COC1=NN(C=C1\C=C\C=1N=C(SC1)C)C1=CC=CC=C1 (ethyl {4-[4-({2-methoxy-4-[({4-[(E)-2-(2-methyl-1,3-thiazol-4-yl)ethenyl]-1-phenyl-1H-pyrazol-3-yl}oxy)methyl]phenoxy}methyl)-5-methyl-1,3-oxazol-2-yl]phenyl}acetate), O1CCCC1 (tetrahydrofuran), [OH-].[Na+] (sodium hydroxide), Cl (hydrochloric acid). Run in C(C)O (ethanol), O (water). Reaction conditions: temperature 50 celsius, time 2 hour. Yields the product COC1=C(OCC=2N=C(OC2C)C2=CC=C(C=C2)CC(=O)O)C=CC(=C1)COC1=NN(C=C1\C=C\C=1N=C(SC1)C)C1=CC=CC=C1 ({4-[4-({2-methoxy-4-[({4-[(E)-2-(2-methyl-1,3-thiazol-4-yl)ethenyl]-1-phenyl-1H-pyrazol-3-yl}oxy)methyl]phenoxy}methyl)-5-methyl-1,3-oxazol-2-yl]phenyl}acetic acid). Yield: 95.6%. Reaction SMILES: [CH3:1][O:2][C:3]1[CH:28]=[C:27]([CH2:29][O:30][C:31]2[C:35](/[CH:36]=[CH:37]/[C:38]3[N:39]=[C:40]([CH3:43])[S:41][CH:42]=3)=[CH:34][N:33]([C:44]3[CH:49]=[CH:48][CH:47]=[CH:46][CH:45]=3)[N:32]=2)[CH:26]=[CH:25][C:4]=1[O:5][CH2:6][C:7]1[N:8]=[C:9]([C:13]2[CH:18]=[CH:17][C:16]([CH2:19][C:20]([O:22]CC)=[O:21])=[CH:15][CH:14]=2)[O:10][C:11]=1[CH3:12].O1CCCC1.[OH-].[Na+].Cl>O.C(O)C>[CH3:1][O:2][C:3]1[CH:28]=[C:27]([CH2:29][O:30][C:31]2[C:35](/[CH:36]=[CH:37]/[C:38]3[N:39]=[C:40]([CH3:43])[S:41][CH:42]=3)=[CH:34][N:33]([C:44]3[CH:45]=[CH:46][CH:47]=[CH:48][CH:49]=3)[N:32]=2)[CH:26]=[CH:25][C:4]=1[O:5][CH2:6][C:7]1[N:8]=[C:9]([C:13]2[CH:18]=[CH:17][C:16]([CH2:19][C:20]([OH:22])=[O:21])=[CH:15][CH:14]=2)[O:10][C:11]=1[CH3:12] |f:2.3|. Procedure: To a mixture of ethyl {4-[4-({2-methoxy-4-[({4-[(E)-2-(2-methyl-1,3-thiazol-4-yl)ethenyl]-1-phenyl-1H-pyrazol-3-yl}oxy)methyl]phenoxy}methyl)-5-methyl-1,3-oxazol-2-yl]phenyl}acetate (0.48 g), tetrahydrofuran (12 mL) and ethanol (3 mL) was added 1N aqueous sodium hydroxide solution (2 mL), and the mixture was stirred at 50° C. for 2 hrs. To the reaction mixture were added 1N hydrochloric acid (2 mL) and water, and the precipitated crystals were collected by filtration to give {4-[4-({2-methoxy-4-... Reaction SMILES: [S:1]1[C:5]([C@H:6]([O:31]C2CCCCO2)/[CH:7]=[CH:8]/[C@H:9]2[C@H:13]([O:14]C3CCCCO3)[CH2:12][C:11](=[O:21])[C@@H:10]2[CH2:22]/[CH:23]=[CH:24]\[CH2:25][CH2:26][CH2:27][C:28]([OH:30])=[O:29])=[CH:4][C:3]2[CH:38]=[CH:39][CH:40]=[CH:41][C:2]1=2>C(O)(=O)C.O.C1COCC1>[S:1]1[C:5]([C@H:6]([OH:31])/[CH:7]=[CH:8]/[C@H:9]2[C@H:13]([OH:14])[CH2:12][C:11](=[O:21])[C@@H:10]2[CH2:22]/[CH:23]=[CH:24]\[CH2:25][CH2:26][CH2:27][C:28]([OH:30])=[O:29])=[CH:4][C:3]2[CH:38]=[CH:39][CH:40]=[CH:41][C:2]1=2 |f:1.2.3|. Procedure details: (Z)-7-((1R,2R,3R)-2-((3R,E)-3-(Benzo[b]thiophen-2-yl)-3-(tetrahydro-2H-pyran-2-yloxy)prop-1-enyl)-5-oxo-3-(tetrahydro-2H-pyran-2-yloxy)cyclopentyl)hept-5-enoic acid (33) was dissolved in a 4:2:1 solution of acetic acid-water-THF (0.5 M). The solution was stirred for several days at room temperature until the reaction was complete, as judged by TLC. The crude product was purified by flash chromatography on regular silica gel using ethyl acetate-hexane-0.5% acetic acid as eluent to afford the titl... Product: S1C2=C(C=C1[C@@H](/C=C/[C@@H]1[C@H](C(C[C@H]1O)=O)C\C=C/CCCC(=O)O)O)C=CC=C2 ((Z)-7-((1R,2R,3R)-2-((R,E)-3-(benzo[b]thiophen-2-yl)-3-hydroxyprop-1-enyl)-3-hydroxy-5-oxocyclopentyl)hept-5-enoic Acid). Solvent: C(C)(=O)O.O.C1CCOC1 (acetic acid water THF). Reactants: S1C2=C(C=C1[C@@H](/C=C/[C@@H]1[C@H](C(C[C@H]1OC1OCCCC1)=O)C\C=C/CCCC(=O)O)OC1OCCCC1)C=CC=C2 ((Z)-7-((1R,2R,3R)-2-((3R,E)-3-(benzo[b]thiophen-2-yl)-3-(tetrahydro-2H-pyran-2-yloxy)prop-1-enyl)-5-oxo-3-(tetrahydro-2H-pyran-2-yloxy)cyclopentyl)hept-5-enoic Acid). Starting materials: OC1=CC=NC=C1 (4-hydroxypyridine), ClCC#N (chloroacetonitrile), C([O-])([O-])=O.[K+].[K+] (potassium carbonate). Solvent: C(C)#N (acetonitrile). Reaction conditions: time 8 hour. Product: OC1CCN(CC1)CC#N ((4-hydroxy-piperidin-1-yl)-acetonitrile). Yield: 99.9%. Reaction SMILES: [OH:1][C:2]1[CH:7]=[CH:6][N:5]=[CH:4][CH:3]=1.Cl[CH2:9][C:10]#[N:11].C(=O)([O-])[O-].[K+].[K+]>C(#N)C>[OH:1][CH:2]1[CH2:7][CH2:6][N:5]([CH2:9][C:10]#[N:11])[CH2:4][CH2:3]1 |f:2.3.4|. Procedure details: A mixture of 4-hydroxypyridine (4.04 g, 40 mmol), chloroacetonitrile (2.78 mL, 44 mmol) and potassium carbonate (22 g, 160 mmol) in acetonitrile (50 mL) was stirred at rt for overnight. The insolubles were filtered off, the filtrate was concentrated to give 5.6 g of (4-hydroxy-piperidin-1-yl)-acetonitrile.